The task is: describe an organic reaction: reactants, conditions, products, and yield. This data is from the Open Reaction Database (ORD), a public repository of structured organic reaction records. Starting materials: CS(C)=O, NCCCc1c[nH]c2ccc(F)cc12, COc1ccc(F)cc1OCCCl, O. The product is COc1ccc(F)cc1OCCNCCCc1c[nH]c2ccc(F)cc12. RXN SMILES: [CH3:29][S:30]([CH3:31])=[O:32].[F:14][c:15]1[cH:16][c:17]2[c:18]([CH2:24][CH2:25][CH2:26][NH2:27])[cH:19][nH:20][c:21]2[cH:22][cH:23]1.[F:1][c:2]1[cH:3][cH:4][c:5]([O:12][CH3:13])[c:6]([O:7][CH2:8][CH2:9][Cl:10])[cH:11]1.[OH2:28]>>[F:1][c:2]1[cH:3][cH:4][c:5]([O:12][CH3:13])[c:6]([O:7][CH2:8][CH2:9][NH:27][CH2:26][CH2:25][CH2:24][c:18]2[c:17]3[cH:16][c:15]([F:14])[cH:23][cH:22][c:21]3[nH:20][cH:19]2)[cH:11]1.